This data is from the Open Reaction Database (ORD), a public repository of structured organic reaction records. The task is: describe an organic reaction: reactants, conditions, products, and yield The reactants are FC1=C(C=CC(=C1)F)C(CN1N=CN=C1)(C(C)C=1C=NC=CC1)O (2-(2,4-Difluorophenyl)-3-(pyridin-3-yl)-1-(1H-1,2,4-triazol-1-yl)butan-2-ol), ClC=1C=C(C(=O)OO)C=CC1 (3-chloroperoxybenzoic acid). Run in ClCCl (dichloromethane). Yields the product FC1=C(C=CC(=C1)F)C(CN1N=CN=C1)(C(C)C=1C=[N+](C=CC1)[O-])O (2-(2,4-Difluorophenyl)-3-(1-oxidopyridin-3-yl)-1-(1H-1,2,4-triazol-1-yl)butan-2-ol). Yield: 88.7%. RXN SMILES: [F:1][C:2]1[CH:7]=[C:6]([F:8])[CH:5]=[CH:4][C:3]=1[C:9]([OH:24])([CH:16]([C:18]1[CH:19]=[N:20][CH:21]=[CH:22][CH:23]=1)[CH3:17])[CH2:10][N:11]1[CH:15]=[N:14][CH:13]=[N:12]1.ClC1C=C(C=CC=1)C(OO)=[O:30]>ClCCl>[F:1][C:2]1[CH:7]=[C:6]([F:8])[CH:5]=[CH:4][C:3]=1[C:9]([OH:24])([CH:16]([C:18]1[CH:19]=[N+:20]([O-:30])[CH:21]=[CH:22][CH:23]=1)[CH3:17])[CH2:10][N:11]1[CH:15]=[N:14][CH:13]=[N:12]1. Procedure: A solution of 2-(2,4-difluorophenyl)-3-(pyridin-3-yl)-1-(1H-1,2,4-triazol-1-yl)butan-2-ol (diastereoisomeric pair B from Example 14) (1.00 g) and 85% w/w 3-chloroperoxybenzoic acid (1.30 g) in dichloromethane (20 ml) was stirred at room temperature for 18 hours and then evaporated. The residue was stirred with ether and the solid was filtered off and dried to give the title compound (0.93 g), m.p. 190°-193°. Reactants: O1C(NCC1)=O (2-oxazolidinone), [H-].[Na+] (NaH), ClCCCCl (1,3-dichloropropane). Solvent: CN(C)C=O (DMF). Product: ClCCCN1C(OCC1)=O (3-(3-Chloropropyl)-2-oxazolidinone). The yield is 95.0%. Reaction SMILES: [H-].[Na+].[O:3]1[CH2:7][CH2:6][NH:5][C:4]1=[O:8].[Cl:9][CH2:10][CH2:11][CH2:12]Cl>CN(C=O)C>[Cl:9][CH2:10][CH2:11][CH2:12][N:5]1[CH2:6][CH2:7][O:3][C:4]1=[O:8] |f:0.1|. Reported procedure: To a mechanically stirred, room temperature suspension of NaH (0.305 mole, hexane washed) in 50 mL of DMF under N2, was added 2-oxazolidinone (0.287 mole) portion wise. After stirring the resulting gelatinous mixture overnight, 1,3-dichloropropane (0.643 mole) was added and the mixture stirred 4 days at room temperature. The volatiles were then removed in vacuo and the resulting white residue taken up in CH2Cl2 and washed with H2O and brine, and dried over MgSO4. After filtration, the material w...